Dataset: the Open Reaction Database (ORD), a public repository of structured organic reaction records. Task: describe an organic reaction: reactants, conditions, products, and yield The reactants are COc1cc(Br)cc(CO)c1, O=C([O-])O, ClCCl, [Na+], N#C[Na], CN(C)C=O, O, O=S(Cl)Cl. The product is COc1cc(Br)cc(CC#N)c1. Reaction SMILES: [Br:1][c:2]1[cH:3][c:4]([CH2:10][OH:11])[cH:5][c:6]([O:8][CH3:9])[cH:7]1.[C:22](=[O:23])([O-:24])[OH:25].[Cl:19][CH2:20][Cl:21].[Na+:26].[Na:16][C:17]#[N:18].[O:27]=[CH:28][N:29]([CH3:30])[CH3:31].[OH2:32].[S:12]([Cl:13])([Cl:14])=[O:15]>>[Br:1][c:2]1[cH:3][c:4]([CH2:10][C:17]#[N:18])[cH:5][c:6]([O:8][CH3:9])[cH:7]1. The product is N[C@](CO)(C)C1=CC2=CC=C(C(=C2C=C1)Br)O[C@@H]1CC[C@H](CC1)C(C)(C)C ((R)-2-amino-2-(5-bromo-6-(trans-4-tert-butylcyclohexyloxy)naphthalen-2-yl)propan-1-ol). Procedure: (R)-2-amino-2-(5-bromo-6-(trans-4-tert-butylcyclohexyloxy)naphthalen-2-yl)propan-1-ol was synthesized as per (R)-2-amino-2-(6-(trans-4-tert-butylcyclohexyloxy)-5-(4-(trifluoromethoxy)phenyl)naphthalen-2-yl)propan-1-ol (Example 221) in 31% yield using (R)-4-(5-bromo-6-(trans-4-tert-butylcyclohexyloxy)naphthalen-2-yl)-4-methyloxazolidin-2-one as starting material. MS: m/z=419.29 [M−NH2]+. 1H NMR (MeOD) δ: 8.29 (d, J=9.0 Hz, 1H), 7.92-7.96 (m, 2H), 7.69 (dd, J=9.0, 2.0 Hz, 1H), 7.50 (d, J=9.3 Hz, 1... Isolated yield 31.0%. Reactants: N[C@](CO)(C)C1=CC2=CC=C(C(=C2C=C1)C1=CC=C(C=C1)OC(F)(F)F)O[C@@H]1CC[C@H](CC1)C(C)(C)C ((R)-2-amino-2-(6-(trans-4-tert-butylcyclohexyloxy)-5-(4-(trifluoromethoxy)phenyl)naphthalen-2-yl)propan-1-ol), BrC1=C2C=CC(=CC2=CC=C1O[C@@H]1CC[C@H](CC1)C(C)(C)C)[C@]1(NC(OC1)=O)C ((R)-4-(5-bromo-6-(trans-4-tert-butylcyclohexyloxy)naphthalen-2-yl)-4-methyloxazolidin-2-one). Reaction SMILES: N[C@@](C1C=CC2C(=CC=C(O[C@H]3CC[C@H](C(C)(C)C)CC3)C=2C2C=CC(OC(F)(F)F)=CC=2)C=1)(C)CO.[Br:38][C:39]1[C:48]([O:49][C@H:50]2[CH2:55][CH2:54][C@H:53]([C:56]([CH3:59])([CH3:58])[CH3:57])[CH2:52][CH2:51]2)=[CH:47][CH:46]=[C:45]2[C:40]=1[CH:41]=[CH:42][C:43]([C@:60]1([CH3:66])[CH2:64][O:63]C(=O)[NH:61]1)=[CH:44]2>>[NH2:61][C@@:60]([C:43]1[CH:42]=[CH:41][C:40]2[C:45](=[CH:46][CH:47]=[C:48]([O:49][C@H:50]3[CH2:51][CH2:52][C@H:53]([C:56]([CH3:59])([CH3:58])[CH3:57])[CH2:54][CH2:55]3)[C:39]=2[Br:38])[CH:44]=1)([CH3:66])[CH2:64][OH:63]. Reactants: ClC1=C(C=C(C=C1)[N+](=O)[O-])S(=O)(=O)O (2-chloro-5-nitrobenzenesulfonic acid), N1CCCC1 (pyrrolidine), Cl (HCl). Solvent: ice water. Reaction conditions: time 7 hour. Yields the product [N+](=O)([O-])C=1C=CC(=C(C1)S(=O)(=O)O)N1CCCC1 (5-nitro-2-pyrrolidinylbenzenesulfonic acid). Reaction SMILES: Cl[C:2]1[CH:7]=[CH:6][C:5]([N+:8]([O-:10])=[O:9])=[CH:4][C:3]=1[S:11]([OH:14])(=[O:13])=[O:12].[NH:15]1[CH2:19][CH2:18][CH2:17][CH2:16]1.Cl>>[N+:8]([C:5]1[CH:6]=[CH:7][C:2]([N:15]2[CH2:19][CH2:18][CH2:17][CH2:16]2)=[C:3]([S:11]([OH:14])(=[O:13])=[O:12])[CH:4]=1)([O-:10])=[O:9]. Reported procedure: 72.4 Grams 2-chloro-5-nitrobenzenesulfonic acid was added in portions to 134 ml pyrrolidine, while keeping the temperature below 65° C. After the addition, the reaction was heated at reflux temperature with stirring for 7 hours and allowed to stand overnight at room temperature. The reaction was poured into 800 ml ice water and the solution made strongly acidic with concentrated HCl until light yellow crystals separated. The product was filtered, washed with a little dilute HCl and the moist cak... Reactants: N#CCBr, CCOC(=O)c1ccc2cc(C(=O)OCC)[nH]c2c1, [H-], [Na+], CN(C)C=O. Product: CCOC(=O)c1ccc2cc(C(=O)OCC)n(CC#N)c2c1. As a reaction SMILES: [Br:22][CH2:23][C:24]#[N:25].[CH2:3]([CH3:4])[O:5][C:6](=[O:7])[c:8]1[nH:9][c:10]2[cH:11][c:12]([C:17](=[O:18])[O:19][CH2:20][CH3:21])[cH:13][cH:14][c:15]2[cH:16]1.[H-:2].[Na+:1].[O:26]=[CH:27][N:28]([CH3:29])[CH3:30]>>[CH2:3]([CH3:4])[O:5][C:6](=[O:7])[c:8]1[n:9]([CH2:23][C:24]#[N:25])[c:10]2[cH:11][c:12]([C:17](=[O:18])[O:19][CH2:20][CH3:21])[cH:13][cH:14][c:15]2[cH:16]1.